Task: describe an organic reaction: reactants, conditions, products, and yield. Dataset: the Open Reaction Database (ORD), a public repository of structured organic reaction records Reactants: CC(Br)CCOc1cccnc1, CN, CO. Reaction SMILES: [Br:1][CH:2]([CH2:3][CH2:4][O:5][c:6]1[cH:7][n:8][cH:9][cH:10][cH:11]1)[CH3:12].[CH3:13][NH2:14].[CH3:15][OH:16]>>[CH:2]([CH2:3][CH2:4][O:5][c:6]1[cH:7][n:8][cH:9][cH:10][cH:11]1)([CH3:12])[NH:14][CH3:13]. The product is CNC(C)CCOc1cccnc1. The reactants are C1CCOC1, CC(C)[N-]C(C)C, COC(=O)CC1CC(OCc2ccccc2)C1, CCCCCC, CI, [Li+], O. Product: COC(=O)C(C)C1CC(OCc2ccccc2)C1. As a reaction SMILES: [CH2:34]1[O:35][CH2:36][CH2:37][CH2:38]1.[CH3:19][CH:20]([N-:21][CH:22]([CH3:23])[CH3:24])[CH3:25].[CH3:1][O:2][C:3]([CH2:4][CH:5]1[CH2:6][CH:7]([O:9][CH2:10][c:11]2[cH:12][cH:13][cH:14][cH:15][cH:16]2)[CH2:8]1)=[O:17].[CH3:26][CH2:27][CH2:28][CH2:29][CH2:30][CH3:31].[I:32][CH3:33].[Li+:18].[OH2:39]>>[CH3:1][O:2][C:3]([CH:4]([CH:5]1[CH2:6][CH:7]([O:9][CH2:10][c:11]2[cH:12][cH:13][cH:14][cH:15][cH:16]2)[CH2:8]1)[CH3:19])=[O:17]. Solvent: CO (methanol). Run at time 8 hour. Reported procedure: 75 g (0.308 mol) of 2-(2'-methylphenoxymethyl)-nitrobenzene (Example 2a) and 10 g of 5% strength Pt/C (platinum adsorbed onto active carbon) in 50 ml of methanol are stirred vigorously for two hours under an H2 atmosphere. Thereafter, a further 2 g of 5% strength Pt/C are added and stirring is continued overnight. The catalyst is then filtered off under suction and is replaced with 10 g of fresh catalyst. Stirring is continued overnight, the mixture is filtered under suction and the filtrate is ... Yields the product CC1=C(OCC2=C(N)C=CC=C2)C=CC=C1 (2-(2'-Methylphenoxymethyl)-aniline). Starting materials: CC1=C(OCC2=C(C=CC=C2)[N+](=O)[O-])C=CC=C1 (2-(2'-methylphenoxymethyl)-nitrobenzene). The reagents and catalysts are [Pt] (Pt/C), [Pt] (Pt/C). RXN SMILES: [CH3:1][C:2]1[CH:18]=[CH:17][CH:16]=[CH:15][C:3]=1[O:4][CH2:5][C:6]1[CH:11]=[CH:10][CH:9]=[CH:8][C:7]=1[N+:12]([O-])=O>CO.[Pt]>[CH3:1][C:2]1[CH:18]=[CH:17][CH:16]=[CH:15][C:3]=1[O:4][CH2:5][C:6]1[CH:11]=[CH:10][CH:9]=[CH:8][C:7]=1[NH2:12]. Starting materials: BrC=1N=CC(=NC1)C(=O)N1CCN(CC1)C1=NC=C(C=C1C)C ((5-bromopyrazin-2-yl) [4-(3,5-dimethylpyridin-2-yl)piperazin-1-yl]methanone), C[C@H]1NC(OC1)=O ((R)-4-methyloxazolidin-2-one). Yields the product CC=1C(=NC=C(C1)C)N1CCN(CC1)C(=O)C=1N=CC(=NC1)N1C(OC[C@H]1C)=O ((R)-3-{5-[4-(3,5-dimethylpyridin-2-yl)piperazine-1-carbonyl]pyrazin-2-yl}-4-methyloxazolidin-2-one). The yield is 80.3%. RXN SMILES: Br[C:2]1[N:3]=[CH:4][C:5]([C:8]([N:10]2[CH2:15][CH2:14][N:13]([C:16]3[C:21]([CH3:22])=[CH:20][C:19]([CH3:23])=[CH:18][N:17]=3)[CH2:12][CH2:11]2)=[O:9])=[N:6][CH:7]=1.[CH3:24][C@@H:25]1[CH2:29][O:28][C:27](=[O:30])[NH:26]1>>[CH3:22][C:21]1[C:16]([N:13]2[CH2:14][CH2:15][N:10]([C:8]([C:5]3[N:6]=[CH:7][C:2]([N:26]4[C@H:25]([CH3:24])[CH2:29][O:28][C:27]4=[O:30])=[N:3][CH:4]=3)=[O:9])[CH2:11][CH2:12]2)=[N:17][CH:18]=[C:19]([CH3:23])[CH:20]=1. Reported procedure: Using (5-bromopyrazin-2-yl) [4-(3,5-dimethylpyridin-2-yl)piperazin-1-yl]methanone (130 mg) described in Preparation Example 232 and (R)-4-methyloxazolidin-2-one (35 mg) and by the reaction and treatment in the same manner as in Example 1, the title compound (110 mg) was obtained. Reactants: C(C1=CC=CC=C1)OC=1C(NC=CC1)=O (3-benzyloxypyridine-2-one), CS(=O)(=O)OCC(CCCCC)N=[N+]=[N-] (2-Azidoheptyl methanesulfonate), N(=[N+]=[N-])CCN1C(C(=CC=C1)OC)=O (1-(2-Azidoethyl)-3-methoxypyridine-2-one). Product: N(=[N+]=[N-])CCCCCCCN1C(C(=CC=C1)OCC1=CC=CC=C1)=O (1-(7-Azidoheptyl)-3-benzyloxypyridine-2-one). Yield: 48.0%. As a reaction SMILES: [CH2:1]([O:8][C:9]1[C:10](=[O:15])[NH:11][CH:12]=[CH:13][CH:14]=1)[C:2]1[CH:7]=[CH:6][CH:5]=[CH:4][CH:3]=1.CS(OC[CH:22]([N:28]=[N+:29]=[N-:30])[CH2:23][CH2:24][CH2:25][CH2:26][CH3:27])(=O)=O.N([CH2:34]CN1C=CC=C(OC)C1=O)=[N+]=[N-]>>[N:28]([CH2:22][CH2:23][CH2:24][CH2:25][CH2:26][CH2:27][CH2:34][N:11]1[CH:12]=[CH:13][CH:14]=[C:9]([O:8][CH2:1][C:2]2[CH:3]=[CH:4][CH:5]=[CH:6][CH:7]=2)[C:10]1=[O:15])=[N+:29]=[N-:30]. Procedure details: Reaction of 3-benzyloxypyridine-2-one (0.79 g, 3.38 mmol) and 156f (0.81 g, 4.05 mmol) within 16 h as described for synthesis of 157a gave compound 157f (0.55 g, 48%) as a colorless oil. 1H NMR (400 MHz, CDCl3) δ 7.42 (dd, J=7.8, 1.0 Hz, 2H), 7.31 (m, 3H), 6.85 (dd, J=6.9, 1.7 Hz, 1H), 6.61 (dd, J=7.4, 1.7 Hz, 1H), 5.99 (m, 1H), 5.09 (s, 2H), 3.93 (m, 2H), 3.23 (t, J=6.9 Hz, 2H), 1.74 (m, 2H), 1.55 (m, 2H), 1.34 (m, 6H). 13C NMR (100 MHz, CDCl3) δ 158.32, 149.19, 136.63, 129.15, 128.74, 128.13, ... Reaction SMILES: [CH2:1]([CH3:2])[S:3](=[O:4])(=[O:5])[CH2:6][c:7]1[cH:8][cH:9][c:10]([C:11](=[O:12])[OH:13])[cH:14][cH:15]1.[Cl:16][c:17]1[c:18](-[c:24]2[n:25][cH:26][cH:27][cH:28][cH:29]2)[cH:19][c:20]([NH2:21])[cH:22][cH:23]1>>[CH2:1]([CH3:2])[S:3](=[O:4])(=[O:5])[CH2:6][c:7]1[cH:8][cH:9][c:10]([C:11](=[O:13])[NH:21][c:20]2[cH:19][c:18](-[c:24]3[n:25][cH:26][cH:27][cH:28][cH:29]3)[c:17]([Cl:16])[cH:23][cH:22]2)[cH:14][cH:15]1. The reactants are CCS(=O)(=O)Cc1ccc(C(=O)O)cc1, Nc1ccc(Cl)c(-c2ccccn2)c1. The product is CCS(=O)(=O)Cc1ccc(C(=O)Nc2ccc(Cl)c(-c3ccccn3)c2)cc1. Product: COc1ccc(Nc2nccc(-c3cnn4nc(-c5ccc(F)cc5)ccc34)n2)cc1. Starting materials: COc1ccc(N)cc1, CO, CC(C)O, CSc1nccc(-c2cnn3nc(-c4ccc(F)cc4)ccc23)n1, O. Reaction SMILES: [CH3:29][O:30][c:31]1[cH:32][cH:33][c:34]([NH2:35])[cH:36][cH:37]1.[CH3:38][OH:39].[CH:25]([OH:26])([CH3:27])[CH3:28].[F:1][c:2]1[cH:3][cH:4][c:5](-[c:8]2[cH:9][cH:10][c:11]3[n:12]([n:13]2)[n:14][cH:15][c:16]3-[c:17]2[n:18][c:19]([S:23][CH3:24])[n:20][cH:21][cH:22]2)[cH:6][cH:7]1.[OH2:40]>>[F:1][c:2]1[cH:3][cH:4][c:5](-[c:8]2[cH:9][cH:10][c:11]3[n:12]([n:13]2)[n:14][cH:15][c:16]3-[c:17]2[n:18][c:19]([NH:35][c:34]3[cH:33][cH:32][c:31]([O:30][CH3:29])[cH:37][cH:36]3)[n:20][cH:21][cH:22]2)[cH:6][cH:7]1. The reactants are CCC(C#N)(CC)C(=O)OC(C)(C)C, CCO, N. Yields the product CCC(CC)(CN)C(=O)OC(C)(C)C. Reaction SMILES: [C:1]([CH3:2])([CH3:3])([CH3:4])[O:5][C:6]([C:7]([CH2:8][CH3:9])([CH2:10][CH3:11])[C:12]#[N:13])=[O:14].[CH3:16][CH2:17][OH:18].[NH3:15]>>[C:1]([CH3:2])([CH3:3])([CH3:4])[O:5][C:6]([C:7]([CH2:8][CH3:9])([CH2:10][CH3:11])[CH2:12][NH2:13])=[O:14]. The reactants are Cc1cc(N2CCC(N3CCCC3C)C2)ccc1N, O=C(O)c1ccc2[nH]c(-c3ccccn3)nc2c1. The product is Cc1cc(N2CCC(N3CCCC3C)C2)ccc1NC(=O)c1ccc2[nH]c(-c3ccccn3)nc2c1. RXN SMILES: [CH3:1][c:2]1[c:3]([NH2:19])[cH:4][cH:5][c:6]([N:8]2[CH2:9][CH:10]([N:13]3[CH:14]([CH3:18])[CH2:15][CH2:16][CH2:17]3)[CH2:11][CH2:12]2)[cH:7]1.[n:20]1[c:21](-[c:26]2[n:27][c:28]3[c:29]([nH:30]2)[cH:31][cH:32][c:33]([C:35](=[O:36])[OH:37])[cH:34]3)[cH:22][cH:23][cH:24][cH:25]1>>[CH3:1][c:2]1[c:3]([NH:19][C:35]([c:33]2[cH:32][cH:31][c:29]3[c:28]([n:27][c:26](-[c:21]4[n:20][cH:25][cH:24][cH:23][cH:22]4)[nH:30]3)[cH:34]2)=[O:36])[cH:4][cH:5][c:6]([N:8]2[CH2:9][CH:10]([N:13]3[CH:14]([CH3:18])[CH2:15][CH2:16][CH2:17]3)[CH2:11][CH2:12]2)[cH:7]1.